Dataset: the Open Reaction Database (ORD), a public repository of structured organic reaction records. Task: describe an organic reaction: reactants, conditions, products, and yield Starting materials: ClC1=CC=C(CN2CCN(CCC2)CCC(=O)OC)C=C1 (methyl 3-[4-(4-chlorobenzyl) homopiperazinyl]propionate), C1(=CC=CC=C1)[Mg]Br (phenyl magnesium bromide), [Cl-].[NH4+] (ammonium chloride). Procedure: A solution of 54 mg of methyl 3-[4-(4-chlorobenzyl) homopiperazinyl]propionate in 10 mL of ether was mixed with under nitrogen, 4 mL of 1 M phenyl magnesium bromide. The mixture was stirred at room temperature for 30 minutes, mixed with aqueous saturated ammonium chloride and the mixture was extracted with 50 mL of ethyl acetate. The extract was washed with 50 mL of saturated aqueous sodium chloride, dried over anhydrous sodium sulfate, filtered, concentrated, and purified by column chromatograp... As a reaction SMILES: [Cl:1][C:2]1[CH:21]=[CH:20][C:5]([CH2:6][N:7]2[CH2:13][CH2:12][CH2:11][N:10]([CH2:14][CH2:15][C:16]([O:18]C)=O)[CH2:9][CH2:8]2)=[CH:4][CH:3]=1.[C:22]1([Mg]Br)[CH:27]=[CH:26][CH:25]=[CH:24][CH:23]=1.[Cl-].[NH4+]>CCOCC>[OH:18][C:16]([C:2]1[CH:21]=[CH:20][CH:5]=[CH:4][CH:3]=1)([C:22]1[CH:27]=[CH:26][CH:25]=[CH:24][CH:23]=1)[CH2:15][CH2:14][N:10]1[CH2:11][CH2:12][CH2:13][N:7]([CH2:6][C:5]2[CH:4]=[CH:3][C:2]([Cl:1])=[CH:21][CH:20]=2)[CH2:8][CH2:9]1 |f:2.3|. Reaction conditions: time 30 minute. Yields the product OC(CCN1CCN(CCC1)CC1=CC=C(C=C1)Cl)(C1=CC=CC=C1)C1=CC=CC=C1 (1-(3-Hydroxy-3,3-diphenylpropyl)-4-(4-chlorobenzyl)homopiperazine). The solvent is CCOCC (ether). The reactants are CCn1c(C)c(-c2ccc(CC(N)C(=O)OC)cc2)c(=O)n(CC)c1=O, CCN(C(C)C)C(C)C, O=C(Cl)c1c(Cl)cccc1Cl, ClCCl, Cl. The product is CCn1c(C)c(-c2ccc(CC(NC(=O)c3c(Cl)cccc3Cl)C(=O)OC)cc2)c(=O)n(CC)c1=O. As a reaction SMILES: [CH3:2][O:3][C:4]([CH:5]([NH2:6])[CH2:7][c:8]1[cH:9][cH:10][c:11](-[c:14]2[c:15](=[O:26])[n:16]([CH2:24][CH3:25])[c:17](=[O:23])[n:18]([CH2:21][CH3:22])[c:19]2[CH3:20])[cH:12][cH:13]1)=[O:27].[CH:39]([N:40]([CH:41]([CH3:42])[CH3:43])[CH2:44][CH3:45])([CH3:46])[CH3:47].[Cl:28][c:29]1[c:30]([C:31](=[O:32])[Cl:33])[c:34]([Cl:38])[cH:35][cH:36][cH:37]1.[Cl:48][CH2:49][Cl:50].[ClH:1]>>[CH3:2][O:3][C:4]([CH:5]([NH:6][C:31]([c:30]1[c:29]([Cl:28])[cH:37][cH:36][cH:35][c:34]1[Cl:38])=[O:32])[CH2:7][c:8]1[cH:9][cH:10][c:11](-[c:14]2[c:15](=[O:26])[n:16]([CH2:24][CH3:25])[c:17](=[O:23])[n:18]([CH2:21][CH3:22])[c:19]2[CH3:20])[cH:12][cH:13]1)=[O:27]. Starting materials: CNC(C(=O)NC(C(=O)N(C)C(C=C(C)C(=O)O)C(C)C)C(C)(C)C)C(C)(C)c1ccccc1, CCN=C=NCCCN(C)C, CN1CCNCC1, CC#N, Cl, O, On1nnc2ccccc21. Product: CNC(C(=O)NC(C(=O)N(C)C(C=C(C)C(=O)N1CCN(C)CC1)C(C)C)C(C)(C)C)C(C)(C)c1ccccc1. As a reaction SMILES: [CH3:1][NH:2][CH:3]([C:4]([c:5]1[cH:6][cH:7][cH:8][cH:9][cH:10]1)([CH3:11])[CH3:12])[C:13](=[O:14])[NH:15][CH:16]([C:17]([CH3:18])([CH3:19])[CH3:20])[C:21](=[O:22])[N:23]([CH3:24])[CH:25]([CH:26]=[C:27]([CH3:28])[C:29](=[O:30])[OH:31])[CH:32]([CH3:33])[CH3:34].[CH3:47][N:48]([CH3:49])[CH2:50][CH2:51][CH2:52][N:53]=[C:54]=[N:55][CH2:56][CH3:57].[CH3:58][N:59]1[CH2:60][CH2:61][NH:62][CH2:63][CH2:64]1.[CH3:65][C:66]#[N:67].[ClH:46].[OH2:35].[OH:36][n:37]1[c:38]2[cH:39][cH:40][cH:41][cH:42][c:43]2[n:44][n:45]1>>[CH3:1][NH:2][CH:3]([C:4]([c:5]1[cH:6][cH:7][cH:8][cH:9][cH:10]1)([CH3:11])[CH3:12])[C:13](=[O:14])[NH:15][CH:16]([C:17]([CH3:18])([CH3:19])[CH3:20])[C:21](=[O:22])[N:23]([CH3:24])[CH:25]([CH:26]=[C:27]([CH3:28])[C:29](=[O:30])[N:62]1[CH2:61][CH2:60][N:59]([CH3:58])[CH2:64][CH2:63]1)[CH:32]([CH3:33])[CH3:34]. Reported procedure: Following the procedure of Example 97, the reaction of pyrazole with 2-chloro-6-nitro-4-benzylamino-thieno-[2,3-d]-pyrimidine gives 2-pyrazol-1-yl)-6-nitro-4-benzylamino-thieno-[2,3-d]-pyrimidine. 57- Product: [N+](=O)([O-])C1=CC2=C(N=CN=C2NCC2=CC=CC=C2)S1 (6-nitro-4-benzylamino-thieno-[2,3-d]-pyrimidine). Reaction SMILES: N1C=CC=N1.Cl[C:7]1[N:8]=[C:9]([NH:19][CH2:20][C:21]2[CH:26]=[CH:25][CH:24]=[CH:23][CH:22]=2)[C:10]2[CH:15]=[C:14]([N+:16]([O-:18])=[O:17])[S:13][C:11]=2[N:12]=1>>[N+:16]([C:14]1[S:13][C:11]2[N:12]=[CH:7][N:8]=[C:9]([NH:19][CH2:20][C:21]3[CH:26]=[CH:25][CH:24]=[CH:23][CH:22]=3)[C:10]=2[CH:15]=1)([O-:18])=[O:17]. Starting materials: N1N=CC=C1 (pyrazole), ClC=1N=C(C2=C(N1)SC(=C2)[N+](=O)[O-])NCC2=CC=CC=C2 (2-chloro-6-nitro-4-benzylamino-thieno-[2,3-d]-pyrimidine). The product is NC1=C(C=CC(=C1)OC)S(=O)(=O)NC=1C=CC=C2C=CC=NC12 (2-Amino-4-methoxy-N-quinolin-8-yl-benzenesulfonamide). Reagents/catalysts: Cl (HCl). Procedure details: In the similar fashion using route 1 general procedure 4, 4-methoxy-2-nitro-N-quinolin-8-yl-benzenesulfonamide (Example Compound 34) (600 mg, 1.6 mmol), tin (II) chloride (950 mg, 5.0 mmol) and 6N HCl (2 drops) gave the title compound (300 mg, 54%). Isolated yield 56.9%. As a reaction SMILES: [CH3:1][O:2][C:3]1[CH:8]=[CH:7][C:6]([S:9]([NH:12][C:13]2[CH:14]=[CH:15][CH:16]=[C:17]3[C:22]=2[N:21]=[CH:20][CH:19]=[CH:18]3)(=[O:11])=[O:10])=[C:5]([N+:23]([O-])=O)[CH:4]=1.[Sn](Cl)Cl>Cl>[NH2:23][C:5]1[CH:4]=[C:3]([O:2][CH3:1])[CH:8]=[CH:7][C:6]=1[S:9]([NH:12][C:13]1[CH:14]=[CH:15][CH:16]=[C:17]2[C:22]=1[N:21]=[CH:20][CH:19]=[CH:18]2)(=[O:11])=[O:10]. The reactants are COC1=CC(=C(C=C1)S(=O)(=O)NC=1C=CC=C2C=CC=NC12)[N+](=O)[O-] (4-methoxy-2-nitro-N-quinolin-8-yl-benzenesulfonamide), COC1=CC(=C(C=C1)S(=O)(=O)NC=1C=CC=C2C=CC=NC12)[N+](=O)[O-] (4-methoxy-2-nitro-N-quinolin-8-yl-benzenesulfonamide), [Sn](Cl)Cl (tin (II) chloride). Starting materials: CO, COCOc1ccc2c3c1OC1C(Oc4ccccn4)C=CC4C(C2)N(C)CCC341. Yields the product COCOc1ccc2c3c1OC1C(Oc4ccccn4)CCC4C(C2)N(C)CCC341. Reaction SMILES: [CH3:31][OH:32].[O:1]1[c:2]2[c:3]([O:27][CH2:28][O:29][CH3:30])[cH:4][cH:5][c:6]3[c:15]2[C:14]24[CH:9]([CH:8]([CH2:7]3)[N:18]([CH3:19])[CH2:17][CH2:16]2)[CH:10]=[CH:11][CH:12]([O:20][c:21]2[n:22][cH:23][cH:24][cH:25][cH:26]2)[CH:13]14>>[O:1]1[c:2]2[c:3]([O:27][CH2:28][O:29][CH3:30])[cH:4][cH:5][c:6]3[c:15]2[C:14]24[CH:9]([CH:8]([CH2:7]3)[N:18]([CH3:19])[CH2:17][CH2:16]2)[CH2:10][CH2:11][CH:12]([O:20][c:21]2[n:22][cH:23][cH:24][cH:25][cH:26]2)[CH:13]14.